This data is from the Open Reaction Database (ORD), a public repository of structured organic reaction records. The task is: describe an organic reaction: reactants, conditions, products, and yield Starting materials: Cl (hydrochloric acid), C(CCCCCCCCCCCCCCCCCCCCC)OC1=CC=C(C(=O)C2=CC=C(C=C2)OCCCCCCCCCCCCCCCCCCCCCC)C=C1 (4,4′-didocosyloxy-benzophenone), C1CCOC1 (THF), [BH4-].[Na+] (Sodium borohydride). The solvent is CO (methanol). Conditions: temperature 60 celsius, time 4 hour. The product is C(CCCCCCCCCCCCCCCCCCCCC)OC1=CC=C(C(C2=CC=C(C=C2)OCCCCCCCCCCCCCCCCCCCCCC)O)C=C1 (4,4′-bis(docosyloxy)benzhydrol). The yield is 100.0%. As a reaction SMILES: [CH2:1]([O:23][C:24]1[CH:60]=[CH:59][C:27]([C:28]([C:30]2[CH:35]=[CH:34][C:33]([O:36][CH2:37][CH2:38][CH2:39][CH2:40][CH2:41][CH2:42][CH2:43][CH2:44][CH2:45][CH2:46][CH2:47][CH2:48][CH2:49][CH2:50][CH2:51][CH2:52][CH2:53][CH2:54][CH2:55][CH2:56][CH2:57][CH3:58])=[CH:32][CH:31]=2)=[O:29])=[CH:26][CH:25]=1)[CH2:2][CH2:3][CH2:4][CH2:5][CH2:6][CH2:7][CH2:8][CH2:9][CH2:10][CH2:11][CH2:12][CH2:13][CH2:14][CH2:15][CH2:16][CH2:17][CH2:18][CH2:19][CH2:20][CH2:21][CH3:22].C1COCC1.[BH4-].[Na+].Cl>CO>[CH2:1]([O:23][C:24]1[CH:25]=[CH:26][C:27]([CH:28]([OH:29])[C:30]2[CH:35]=[CH:34][C:33]([O:36][CH2:37][CH2:38][CH2:39][CH2:40][CH2:41][CH2:42][CH2:43][CH2:44][CH2:45][CH2:46][CH2:47][CH2:48][CH2:49][CH2:50][CH2:51][CH2:52][CH2:53][CH2:54][CH2:55][CH2:56][CH2:57][CH3:58])=[CH:32][CH:31]=2)=[CH:59][CH:60]=1)[CH2:2][CH2:3][CH2:4][CH2:5][CH2:6][CH2:7][CH2:8][CH2:9][CH2:10][CH2:11][CH2:12][CH2:13][CH2:14][CH2:15][CH2:16][CH2:17][CH2:18][CH2:19][CH2:20][CH2:21][CH3:22] |f:2.3|. Reported procedure: To 4,4′-didocosyloxy-benzophenone (28.3 g, 34.1 mmol) were added THF (300 mL) and methanol (15 mL), and the mixture was heated to 60° C. Sodium borohydride (6.10 g, 161 mmol) was slowly added, and the mixture was stirred at the same temperature for 4 hr. The reaction mixture was ice-cooled, and 1N hydrochloric acid (80 mL) was added dropwise. THF was evaporated, water (450 mL) was added, and 1N hydrochloric acid was added to adjust the pH to 5-7. The slurry was filtered, and the obtained crystal... The reactants are ClC1=C(C=CC=C1Cl)\C(\C(=O)N)=N/NC(=N)N ((E)-2-(2',3'-dichlorophenyl)-2-(guanidinylimino)acetamide), Example 1. Solvent: C(C)O (ethanol). Yields the product C1=CC(=C(C(=C1)Cl)Cl)C2=C(N=C(N=N2)N)N (Lamotrigine). RXN SMILES: [Cl:1][C:2]1[C:7]([Cl:8])=[CH:6][CH:5]=[CH:4][C:3]=1/[C:9](=[N:13]\[NH:14][C:15]([NH2:17])=[NH:16])/[C:10]([NH2:12])=O>C(O)C>[CH:5]1[CH:6]=[C:7]([Cl:8])[C:2]([Cl:1])=[C:3]([C:9]2[N:13]=[N:14][C:15]([NH2:17])=[N:16][C:10]=2[NH2:12])[CH:4]=1. Reported procedure: (E)-2-(2',3'-dichlorophenyl)-2-(guanidinylimino)acetamide as described in Reference Example 1 (0.3 g) was dissolved in ethanol (10 ml) and was irradiated by exposure to sunlight. Starting materials: CC(=O)CCOCc1ccccc1, C1CCOC1, [Li]CCCC, CCOC(C)=O, CC(C)NC(C)C, O=S(=O)(C1=CCOc2c(F)ccc(F)c21)c1ccc(Cl)cc1, O. The product is O=C(CCOCc1ccccc1)CC1COc2c(F)ccc(F)c2C1S(=O)(=O)c1ccc(Cl)cc1. Reaction SMILES: [CH2:13]([c:14]1[cH:15][cH:16][cH:17][cH:18][cH:19]1)[O:20][CH2:21][CH2:22][C:23]([CH3:24])=[O:25].[CH2:48]1[O:49][CH2:50][CH2:51][CH2:52]1.[CH2:8]([Li:9])[CH2:10][CH2:11][CH3:12].[CH3:53][CH2:54][O:55][C:56](=[O:57])[CH3:58].[CH:1]([NH:2][CH:3]([CH3:4])[CH3:5])([CH3:6])[CH3:7].[Cl:26][c:27]1[cH:28][cH:29][c:30]([S:33](=[O:34])(=[O:35])[C:36]2=[CH:37][CH2:38][O:39][c:40]3[c:41]([F:47])[cH:42][cH:43][c:44]([F:46])[c:45]32)[cH:31][cH:32]1.[OH2:59]>>[CH2:13]([c:14]1[cH:15][cH:16][cH:17][cH:18][cH:19]1)[O:20][CH2:21][CH2:22][C:23]([CH2:24][CH:37]1[CH:36]([S:33]([c:30]2[cH:29][cH:28][c:27]([Cl:26])[cH:32][cH:31]2)(=[O:34])=[O:35])[c:45]2[c:40]([c:41]([F:47])[cH:42][cH:43][c:44]2[F:46])[O:39][CH2:38]1)=[O:25]. Reactants: C1(CCCC2=CC=CC=C12)NC(C)=O (N-(1,2,3,4-tetrahydro-1-naphthyl)acetamide), Na2Cr2O7, [Cr](=O)(=O)(OC(C)(C)C)[O-] (t-butyl chromate), H2O2 V2O5, chromyl chloride, ceric ammonium nitrate, [O-][Mn](=O)(=O)=O.[K+] (KMnO4), ceric sulfate. The product is O=C1CCC(C2=CC=CC=C12)NC(C)=O (N-(1,2,3,4-tetrahydro-4-oxo-1-naphthyl)acetamide). RXN SMILES: [CH:1]1([NH:11][C:12](=[O:14])[CH3:13])[C:10]2[C:5](=[CH:6][CH:7]=[CH:8][CH:9]=2)[CH2:4][CH2:3][CH2:2]1.[O-:15][Mn](=O)(=O)=O.[K+].[Cr]([O-])(OC(C)(C)C)(=O)=O>>[O:15]=[C:4]1[C:5]2[C:10](=[CH:9][CH:8]=[CH:7][CH:6]=2)[CH:1]([NH:11][C:12](=[O:14])[CH3:13])[CH2:2][CH2:3]1 |f:1.2|. Procedure: Similarly, oxidation of N-(1,2,3,4-tetrahydro-1-naphthyl)acetamide with ceric ammonium nitrate, K2S2O8 /catalytic AgNO3, KMnO4 /catalytic ceric ammonium nitrate, t-butyl chromate, Na2Cr2O7, ceric sulfate, chromyl chloride and H2O2 /V2O5, respectively, under standard conditions and the general workup conditions described in Example 1, also affords the title compound. Starting materials: NC=1C=CC(=C2CN(C(C12)=O)C)C1CCC(CC1)N(C)C (7-amino-4-[4-(dimethylamino)cyclohexyl]-2-methyl-2,3-dihydro-1H-isoindol-1-one), NC=1C=CC(=C2CN(C(C12)=O)C)C1CCC(CC1)=O (7-amino-2-methyl-4-(4-oxocyclohexyl)-2,3-dihydro-1H-isoindol-1-one), C(C)NC (ethyl-methylamine). Yields the product NC=1C=CC(=C2CN(C(C12)=O)C)C1CCC(CC1)N(C)CC (7-amino-4-{4-[ethyl(methyl)amino]cyclohexyl}-2-methyl-2,3-dihydro-1H-isoindol-1-one). Reaction SMILES: [NH2:1][C:2]1[CH:3]=[CH:4][C:5]([CH:13]2[CH2:18][CH2:17][CH:16]([N:19]([CH3:21])[CH3:20])[CH2:15][CH2:14]2)=[C:6]2[C:10]=1[C:9](=[O:11])[N:8]([CH3:12])[CH2:7]2.N[C:23]1C=CC(C2CCC(=O)CC2)=C2C=1C(=O)N(C)C2.C(NC)C>>[NH2:1][C:2]1[CH:3]=[CH:4][C:5]([CH:13]2[CH2:18][CH2:17][CH:16]([N:19]([CH2:21][CH3:23])[CH3:20])[CH2:15][CH2:14]2)=[C:6]2[C:10]=1[C:9](=[O:11])[N:8]([CH3:12])[CH2:7]2. Procedure: The title product was prepared according to the procedure for Compound 233A using 7-amino-2-methyl-4-(4-oxocyclohexyl)-2,3-dihydro-1H-isoindol-1-one and ethyl-methylamine. Used without purification in the next step. Procedure details: 3.6 Grams of 5-ethoxycarbonylmethoxy-8-bromo-3,4-dihydrocarbostyril is dissolved in 150 ml of ethanol, and to this solution is added a 50 ml water solution of 5 g of potassium hydroxide, and the mixture is refluxed for 5 hours. The solvent is distilled off and the residue is dissolved in water and then made acidic with hydrochloric acid. The precipitate is filtered out and recrystallized from aqueous ethanol to obtain 2.5 g of 5-carboxymethoxy-8-bromo-3,4-dihydrocarbostyril in the form of colorl... As a reaction SMILES: C([O:3][C:4]([CH2:6][O:7][C:8]1[CH:17]=[CH:16][C:15]([Br:18])=[C:14]2[C:9]=1[CH2:10][CH2:11][C:12](=[O:19])[NH:13]2)=[O:5])C.O.[OH-].[K+]>C(O)C>[C:4]([CH2:6][O:7][C:8]1[CH:17]=[CH:16][C:15]([Br:18])=[C:14]2[C:9]=1[CH2:10][CH2:11][C:12](=[O:19])[NH:13]2)([OH:5])=[O:3] |f:2.3|. The product is C(=O)(O)COC1=C2CCC(NC2=C(C=C1)Br)=O (5-carboxymethoxy-8-bromo-3,4-dihydrocarbostyril). Run in C(C)O (ethanol). Starting materials: O (water), [OH-].[K+] (potassium hydroxide), C(C)OC(=O)COC1=C2CCC(NC2=C(C=C1)Br)=O (5-ethoxycarbonylmethoxy-8-bromo-3,4-dihydrocarbostyril). Reactants: solution, [H-].[H-].[H-].[H-].[Li+].[Al+3] (LiAlH4), N1C=C(C2=CC=CC=C12)C=1C(NC(C1C1=CNC2=CC=CC=C12)=O)=O (3,4-bis(3-indolyl)-1H-pyrrole-2,5-dione). Run in C(C)OCC (diethyl ether), C1CCOC1 (THF). Reaction conditions: temperature 0 celsius, time 18 hour. Yields the product N1C=C(C2=CC=CC=C12)C=1C(NCC1C1=CNC2=CC=CC=C12)=O (3,4-bis(3-indolyl)-3-pyrrolin-2-one). Isolated yield 18.3%. RXN SMILES: [H-].[H-].[H-].[H-].[Li+].[Al+3].[NH:7]1[C:15]2[C:10](=[CH:11][CH:12]=[CH:13][CH:14]=2)[C:9]([C:16]2[C:17](=[O:31])[NH:18][C:19](=O)[C:20]=2[C:21]2[C:29]3[C:24](=[CH:25][CH:26]=[CH:27][CH:28]=3)[NH:23][CH:22]=2)=[CH:8]1>C(OCC)C.C1COCC1>[NH:7]1[C:15]2[C:10](=[CH:11][CH:12]=[CH:13][CH:14]=2)[C:9]([C:16]2[C:17](=[O:31])[NH:18][CH2:19][C:20]=2[C:21]2[C:29]3[C:24](=[CH:25][CH:26]=[CH:27][CH:28]=3)[NH:23][CH:22]=2)=[CH:8]1 |f:0.1.2.3.4.5|. Procedure: 20 ml of a 1M solution of LiAlH4 in diethyl ether was added to a solution of 1.0 g of 3,4-bis(3-indolyl)-1H-pyrrole-2,5-dione in 140 ml of THF. The mixture was stirred for 18 hours under nitrogen. The mixture was cooled to 0° C., quenched with 50 ml of water, then acidified to pH 2 with 2M hydrochloric acid and extracted with ethyl acetate. The organic extracts were washed with saturated sodium bicarbonate solution, dried and evaporated. The residue was purified on silica gel with 5-10% methanol... Reactants: [OH-].[Na+] (NaOH), CC=1C(=CC2=C(OCCO2)C1)C=1C=CC(=NC1)N (5-(7-methyl-2H,3H-benzo[e]1,4-dioxin-6-yl)-2-pyridylamine), [Cl-].FC1=CC(=CC=C1)F (2,6-difluorobenzol chloride), C(C)(C)N(CC)C(C)C (diisopropylethylamine). Reagents/catalysts: CN(C1=CC=NC=C1)C (4-dimethylaminopyridine). Solvent: C(Cl)Cl (CH2Cl2). Conditions: time 2 hour. Yields the product FC1=C(C(=CC=C1)F)C(=O)NC1=NC=C(C=C1)C1=CC2=C(OCCO2)C=C1C ((2,6-difluorophenyl)-N-[5-(7-methyl-2H,3H-benzo[e]1,4-dioxin-6-yl)(2-pyridyl)]carboxamide). The yield is 40.0%. RXN SMILES: [CH3:1][C:2]1[C:3]([C:12]2[CH:13]=[CH:14][C:15]([NH2:18])=[N:16][CH:17]=2)=[CH:4][C:5]2[O:10][CH2:9][CH2:8][O:7][C:6]=2[CH:11]=1.[Cl-].[F:20][C:21]1[CH:26]=[CH:25][CH:24]=[C:23]([F:27])[CH:22]=1.[CH:28](N(C(C)C)CC)(C)C.[OH-:37].[Na+]>C(Cl)Cl.CN(C)C1C=CN=CC=1>[F:20][C:21]1[CH:26]=[CH:25][CH:24]=[C:23]([F:27])[C:22]=1[C:28]([NH:18][C:15]1[CH:14]=[CH:13][C:12]([C:3]2[C:2]([CH3:1])=[CH:11][C:6]3[O:7][CH2:8][CH2:9][O:10][C:5]=3[CH:4]=2)=[CH:17][N:16]=1)=[O:37] |f:1.2,4.5|. Procedure details: To a solution of 183 (30 mg, 0.12 mmol) in CH2Cl2 was added 4-dimethylaminopyridine (DMAP, 1.2 mg, 0.01 mmol), 2,6-difluorobenzol chloride (53 mg, 0.3 mmol) and diisopropylethylamine (DIEA, 62 mg, 0.48 mmol). The reaction mixture was stirred for 2 h at ambient temperature. The reaction was quenched with saturated NaHCO3 (20 ml) and extracted with EtOAc. The organic solvent was removed in vacuo. The residue was dissolved in THF:MeOH (1:1) and added 1N NaOH (2 eq). The mixture was stirred for 10 m... Reactants: C1(=CC=CC=C1)C(N)CO (2-phenylglycinol), ClC\C=C/CCl (cis-1,4-dichloro-2-butene). The product is C1(=CC=CC=C1)[C@H](CO)N1CC=CC1 (2-(R)-Phenyl-2-(3-pyrroline-1-yl)ethanol). Yield: 58.0%. RXN SMILES: [C:1]1([CH:7]([CH2:9][OH:10])[NH2:8])[CH:6]=[CH:5][CH:4]=[CH:3][CH:2]=1.Cl[CH2:12]/[CH:13]=[CH:14]\[CH2:15]Cl>>[C:1]1([C@@H:7]([N:8]2[CH2:15][CH:14]=[CH:13][CH2:12]2)[CH2:9][OH:10])[CH:6]=[CH:5][CH:4]=[CH:3][CH:2]=1. Reported procedure: This was prepared from R-(−)-(2-phenylglycinol and cis-1,4-dichloro-2-butene in 58% yield according to the procedures similar to those described in Preparation 1. Starting materials: FC1=C(C#N)C=CC(=C1)N (2-Fluoro-4-aminobenzonitrile), BrCCCCCCCCCCCCCCCC (1-bromohexadecane), O (water). The solvent is CN(P(=O)(N(C)C)N(C)C)C (hexamethylphosphoramide). Reaction conditions: temperature 120 celsius. Product: FC1=C(C#N)C=CC(=C1)NCCCCCCCCCCCCCCCC (2-fluoro-4-(hexadecylamino)benzonitrile). RXN SMILES: [F:1][C:2]1[CH:9]=[C:8]([NH2:10])[CH:7]=[CH:6][C:3]=1[C:4]#[N:5].Br[CH2:12][CH2:13][CH2:14][CH2:15][CH2:16][CH2:17][CH2:18][CH2:19][CH2:20][CH2:21][CH2:22][CH2:23][CH2:24][CH2:25][CH2:26][CH3:27].O>CN(C)P(N(C)C)(N(C)C)=O>[F:1][C:2]1[CH:9]=[C:8]([NH:10][CH2:27][CH2:26][CH2:25][CH2:24][CH2:23][CH2:22][CH2:21][CH2:20][CH2:19][CH2:18][CH2:17][CH2:16][CH2:15][CH2:14][CH2:13][CH3:12])[CH:7]=[CH:6][C:3]=1[C:4]#[N:5]. Procedure details: 2-Fluoro-4-aminobenzonitrile (11.8 g) and 1-bromohexadecane (15.3 g) are dissolved in hexamethylphosphoramide (200 ml.) and heated under an atmosphere of nitrogen in an oil bath maintained at 120° C. for 22 hours. The reaction mixture is cooled to room temperature and water is added gradually. The mixture is then chilled in an ice-bath and filtered. The solid is washed thoroughly with water and dried. The solid is recrystalllized from ether-hexane to yield 2-fluoro-4-(hexadecylamino)benzonitrile...